Task: describe an organic reaction: reactants, conditions, products, and yield. Dataset: the Open Reaction Database (ORD), a public repository of structured organic reaction records Starting materials: ClC1=NC=C(N=C1Cl)C (2,3-dichloro-5-methyl-pyrazine), C1(=CC=CC=C1)C1OC(CN1C(C)C)CO (2-phenyl-3-isopropyl-5-hydroxymethyl-oxazolidine), [H-].[Na+] (sodium hydride). The solvent is paraffin. Product: ClC1=NC=C(N=C1OCC(CNC(C)C)O)C (2-chloro-3-(3'-isopropylamino-2'-hydroxy-propoxy)-5-methyl-pyrazine). As a reaction SMILES: [Cl:1][C:2]1[C:7](Cl)=[N:6][C:5]([CH3:9])=[CH:4][N:3]=1.C1(C2[N:20]([CH:21]([CH3:23])[CH3:22])[CH2:19][CH:18]([CH2:24][OH:25])[O:17]2)C=CC=CC=1.[H-].[Na+]>>[Cl:1][C:2]1[C:7]([O:25][CH2:24][CH:18]([OH:17])[CH2:19][NH:20][CH:21]([CH3:23])[CH3:22])=[N:6][C:5]([CH3:9])=[CH:4][N:3]=1 |f:2.3|. Procedure details: Analogously to the description in Example 11, 8.2 g (0.05 mol) of 2,3-dichloro-5-methyl-pyrazine, 11 g (0.05 mol) of 2-phenyl-3-isopropyl-5-hydroxymethyl-oxazolidine and 3.4 g of a 50% strength suspension of sodium hydride in paraffin oil give 2-chloro-3-(3'-isopropylamino-2'-hydroxy-propoxy)-5-methyl-pyrazine, melting point 109°-110° C. when crystallised from benzene. The fumarate prepared therefrom by means of fumaric acid crystallises from methanol-ether, melting point 164°-165° C.